This data is from the Open Reaction Database (ORD), a public repository of structured organic reaction records. The task is: describe an organic reaction: reactants, conditions, products, and yield The reactants are [C-]#N, CS(C)=O, Fc1cc2c(cc1CCl)OCO2, [Na+], O. Yields the product N#CCc1cc2c(cc1F)OCO2. As a reaction SMILES: [C-:13]#[N:14].[CH3:17][S:18]([CH3:19])=[O:20].[Cl:1][CH2:2][c:3]1[cH:4][c:5]2[c:6]([cH:10][c:11]1[F:12])[O:7][CH2:8][O:9]2.[Na+:15].[OH2:16]>>[CH2:2]([c:3]1[cH:4][c:5]2[c:6]([cH:10][c:11]1[F:12])[O:7][CH2:8][O:9]2)[C:13]#[N:14]. Starting materials: C(C)(=O)NC1=CC(=C(C=C1Cl)C(CCCCCl)=O)OCC1=CC(=CC(=C1)OC)OC (1-[4-acetylamino-5-chloro-2-(3,5-dimethoxybenzyloxy)phenyl]-5-chloropentan-1-one), N1CCCCC1 (piperidine), NC(=O)C1CCNCC1 (4-aminocarbonylpiperidine). Yields the product Cl.NC1=CC(=C(C=C1Cl)C(CCCCN1CCC(CC1)C(=O)N)=O)OCC1=CC(=CC(=C1)OC)OC (1-[4-amino-5-chloro-2-(3,5-dimethoxybenzyloxy)-phenyl]-5-(4-aminocarbonylpiperidin-1-yl)pentan-1-one hydrochloride). Reaction SMILES: C([NH:4][C:5]1[C:10]([Cl:11])=[CH:9][C:8]([C:12](=[O:18])[CH2:13][CH2:14][CH2:15][CH2:16]Cl)=[C:7]([O:19][CH2:20][C:21]2[CH:26]=[C:25]([O:27][CH3:28])[CH:24]=[C:23]([O:29][CH3:30])[CH:22]=2)[CH:6]=1)(=O)C.N1CCCCC1.[NH2:37][C:38]([CH:40]1[CH2:45][CH2:44][NH:43][CH2:42][CH2:41]1)=[O:39]>>[ClH:11].[NH2:4][C:5]1[C:10]([Cl:11])=[CH:9][C:8]([C:12](=[O:18])[CH2:13][CH2:14][CH2:15][CH2:16][N:43]2[CH2:44][CH2:45][CH:40]([C:38]([NH2:37])=[O:39])[CH2:41][CH2:42]2)=[C:7]([O:19][CH2:20][C:21]2[CH:22]=[C:23]([O:29][CH3:30])[CH:24]=[C:25]([O:27][CH3:28])[CH:26]=2)[CH:6]=1 |f:3.4|. Procedure: Proceeding as in Example 4, Step (c), but replacing 1-(4-acetylamino-5-chloro-2-methoxyphenyl)-5-chloropentan-1-one with 1-[4-acetylamino-5-chloro-2-(3,5-dimethoxybenzyloxy)phenyl]-5-chloropentan-1-one and piperidine with 4-aminocarbonylpiperidine, gave 1-[4-amino-5-chloro-2-(3,5-dimethoxybenzyloxy)-phenyl]-5-(4-aminocarbonylpiperidin-1-yl)pentan-1-one hydrochloride, m.p. 207-209° C. Starting materials: CC#N, O=C(N=C1SCCN1c1ccc(Cl)cc1)n1ccnc1, CI. Yields the product C[n+]1ccn(C(=O)N=C2SCCN2c2ccc(Cl)cc2)c1, [I-]. As a reaction SMILES: [CH3:23][C:24]#[N:25].[Cl:1][c:2]1[cH:3][cH:4][c:5]([N:8]2[C:9](=[N:13][C:14](=[O:15])[n:16]3[cH:17][n:18][cH:19][cH:20]3)[S:10][CH2:11][CH2:12]2)[cH:6][cH:7]1.[I:21][CH3:22]>>[Cl:1][c:2]1[cH:3][cH:4][c:5]([N:8]2[C:9](=[N:13][C:14](=[O:15])[n:16]3[cH:17][n+:18]([CH3:22])[cH:19][cH:20]3)[S:10][CH2:11][CH2:12]2)[cH:6][cH:7]1.[I-:21]. Reactants: C1(=CC=CC=C1)S(=O)(=O)Cl (benzenesulfonyl chloride), ice, C(CCCC)[C@@H]1CC[C@H](CC1)C=1C=NC(=NC1)C1=CC=C(C(=O)N)C=C1 (trans-p-[5-(4-n-pentylcyclohexyl)-2-pyrimidinyl]benzamide), N1=CC=CC=C1 (pyridine). Solvent: C(Cl)Cl (methylene chloride). Conditions: temperature 55 celsius. Yields the product C(CCCC)[C@@H]1CC[C@H](CC1)C=1C=NC(=NC1)C1=CC=C(C#N)C=C1 (trans-p-[5-(4-n-pentylcyclohexyl)-2-pyrimidinyl]benzonitrile). RXN SMILES: C1(S(Cl)(=O)=O)C=CC=CC=1.[CH2:11]([C@H:16]1[CH2:21][CH2:20][C@H:19]([C:22]2[CH:23]=[N:24][C:25]([C:28]3[CH:36]=[CH:35][C:31]([C:32]([NH2:34])=O)=[CH:30][CH:29]=3)=[N:26][CH:27]=2)[CH2:18][CH2:17]1)[CH2:12][CH2:13][CH2:14][CH3:15].N1C=CC=CC=1>C(Cl)Cl>[CH2:11]([C@H:16]1[CH2:17][CH2:18][C@H:19]([C:22]2[CH:27]=[N:26][C:25]([C:28]3[CH:36]=[CH:35][C:31]([C:32]#[N:34])=[CH:30][CH:29]=3)=[N:24][CH:23]=2)[CH2:20][CH2:21]1)[CH2:12][CH2:13][CH2:14][CH3:15]. Procedure: 9.5 Ml. of benzenesulfonyl chloride are added dropwise while stirring to a suspension of 17.2 g. of crude trans-p-[5-(4-n-pentylcyclohexyl)-2-pyrimidinyl]benzamide in 150 ml. of pyridine. The mixture is then warmed to 55° C. for 6 hours in an oil-bath. The mixture is poured into 500 ml. of ice-cold 0.5-N hydrochloric acid and the product is taken up in methylene chloride. The extract is washed three times with 200 ml. of 3-N hydrochloric acid each time, then with 100 ml. of saturated sodium bica... Reactants: O=S1(N(CCC1)C1=CC=C(C(=O)O)C=C1)=O (4-(1,1-dioxo-1λ6-isothiazolidin-2-yl)benzoic acid), Cl.C1(CC1)C=1C(=NC=C(C1)C)N1CCNCC1 (1-(3-cyclopropyl-5-methylpyridin-2-yl)piperazine hydrochloride). Yields the product C1(CC1)C=1C(=NC=C(C1)C)N1CCN(CC1)C(=O)C1=CC=C(C=C1)N1S(CCC1)(=O)=O ([4-(3-cyclopropyl-5-methylpyridin-2-yl)piperazin-1-yl][4-(1,1-dioxo-1λ6-isothiazolidin-2-yl)phenyl]methanone). Yield: 9.5%. As a reaction SMILES: [O:1]=[S:2]1(=[O:16])[CH2:6][CH2:5][CH2:4][N:3]1[C:7]1[CH:15]=[CH:14][C:10]([C:11]([OH:13])=O)=[CH:9][CH:8]=1.Cl.[CH:18]1([C:21]2[C:22]([N:28]3[CH2:33][CH2:32][NH:31][CH2:30][CH2:29]3)=[N:23][CH:24]=[C:25]([CH3:27])[CH:26]=2)[CH2:20][CH2:19]1>>[CH:18]1([C:21]2[C:22]([N:28]3[CH2:33][CH2:32][N:31]([C:11]([C:10]4[CH:9]=[CH:8][C:7]([N:3]5[CH2:4][CH2:5][CH2:6][S:2]5(=[O:1])=[O:16])=[CH:15][CH:14]=4)=[O:13])[CH2:30][CH2:29]3)=[N:23][CH:24]=[C:25]([CH3:27])[CH:26]=2)[CH2:19][CH2:20]1 |f:1.2|. Procedure: Using 4-(1,1-dioxo-1λ6-isothiazolidin-2-yl)benzoic acid (241 mg) described in Preparation Example 16 and 1-(3-cyclopropyl-5-methylpyridin-2-yl)piperazine hydrochloride (254 mg) described in Preparation Example 85 and by the reaction and treatment in the same manner as in Example 86, the title compound (42 mg) was obtained. Reactants: [H-].[H-].[H-].[H-].[Li+].[Al+3] (LAH), CC1(CC(C=2C(=CNC2C1)CCC(=O)N(CC)CC)=O)C (3-(6,6-dimethyl-4-oxo-4,5,6,7-tetrahydro-1H-indol-3-yl)-N,N-diethylpropionamide). Reagents/catalysts: [OH-].[Na+] (NaOH). Solvent: C1CCOC1 (THF), O (water). Run at time 30 minute. The product is CC1(CCC=2C(=CNC2C1)CCCN(CC)CC)C ([3-(6,6-dimethyl-4,5,6,7-tetrahydro-1H-indol-3-yl)-propyl]-diethyl-amine). The yield is 90.2%. RXN SMILES: [H-].[H-].[H-].[H-].[Li+].[Al+3].[CH3:7][C:8]1([CH3:27])[CH2:16][C:15]2[NH:14][CH:13]=[C:12]([CH2:17][CH2:18][C:19]([N:21]([CH2:24][CH3:25])[CH2:22][CH3:23])=O)[C:11]=2[C:10](=O)[CH2:9]1>C1COCC1.[OH-].[Na+].O>[CH3:27][C:8]1([CH3:7])[CH2:16][C:15]2[NH:14][CH:13]=[C:12]([CH2:17][CH2:18][CH2:19][N:21]([CH2:24][CH3:25])[CH2:22][CH3:23])[C:11]=2[CH2:10][CH2:9]1 |f:0.1.2.3.4.5,8.9|. Procedure details: LAH (0.57 g, 15.1 mmol) was added dropwise to a suspension of 3-(6,6-dimethyl-4-oxo-4,5,6,7-tetrahydro-1H-indol-3-yl)-N,N-diethylpropionamide (1.1 g, 3.8 mmol) in THF (80 mL). The mixture was refluxed overnight. The reaction was cooled and ice was added until no more gas was generated. A few drops of 15% NaOH in water was then added. The mixture was stirred at room temperature for 30 minutes and then filtered to remove insolubles. The filtrate was concentrated to give 0.9 g of [3-(6,6-dimethyl-4... Starting materials: product, ClC1=NC=2C=CC=CC2C2=C1N=CN2 (4-chloro-1H-imidazo[4,5-c]quinoline), N (ammonia). The solvent is CO (methanol). The product is N1C=NC=2C(=NC=3C=CC=CC3C21)N (1H-imidazo[4,5-c]quinolin-4-amine). RXN SMILES: Cl[C:2]1[C:11]2[N:12]=[CH:13][NH:14][C:10]=2[C:9]2[CH:8]=[CH:7][CH:6]=[CH:5][C:4]=2[N:3]=1.[NH3:15]>CO>[NH:14]1[C:10]2[C:9]3[CH:8]=[CH:7][CH:6]=[CH:5][C:4]=3[N:3]=[C:2]([NH2:15])[C:11]=2[N:12]=[CH:13]1. Procedure details: Using the method of Example 6, the product of Example 18, 0.2 g (0.0010 mole) of 4-chloro-1H-imidazo[4,5-c]quinoline was aminated at 175° C. in 12% ammonia in methanol to provide 1H-imidazo[4,5-c]quinolin-4-amine. The structure was verified by comparison of infrared and nuclear magnetic resonance spectra of the product with spectra of the product from Example 23. Starting materials: ClC(CNC1=C(C=CC=C1C)C)C (N-(β-chloropropyl)-2,6-dimethyl-aniline), ( a ), CC1=C(N)C=CC=C1C (2,3-dimethylaniline). The reagents and catalysts are [I-].[K+] (potassium iodide). The solvent is C(C)(C)O (isopropanol). Reaction conditions: time 3 hour. Product: Cl.Cl.CC1=C(C(=CC=C1)C)NCC(C)NC1=C(C(=CC=C1)C)C (1-(2',6'-dimethylphenyl-amino)-2-(2',3'-dimethylphenyl-amino)propane dihydrochloride). Yield: 113.3%. As a reaction SMILES: [Cl:1][CH:2]([CH3:13])[CH2:3][NH:4][C:5]1[C:10]([CH3:11])=[CH:9][CH:8]=[CH:7][C:6]=1[CH3:12].[CH3:14][C:15]1[C:21]([CH3:22])=[CH:20][CH:19]=[CH:18][C:16]=1[NH2:17]>[I-].[K+].C(O)(C)C>[ClH:1].[ClH:1].[CH3:12][C:6]1[CH:7]=[CH:8][CH:9]=[C:10]([CH3:11])[C:5]=1[NH:4][CH2:3][CH:2]([NH:17][C:16]1[CH:18]=[CH:19][CH:20]=[C:21]([CH3:22])[C:15]=1[CH3:14])[CH3:13] |f:2.3,5.6.7|. Procedure: A mixture of 29.5 g (0.15 moles) of N-(β-chloropropyl)-2,6-dimethyl-aniline, prepared as described in Example 3, Method (b), point (a), 37.2 ml (36.3 g, 0.3 moles) of 2,3-dimethylaniline and 0.5 g (3 mmoles) of potassium iodide is stirred at 100° to 105° C. for 3 hours under nitrogen atmosphere. The mixture is allowed to cool, admixed with 30 ml of isopropanol, the separated precipitate is filtered off, washed with cold isopropanol and dried. In this way 14.25 g (30.2%) of 2,3-dimethylaniline hy... The reactants are C1CCOC1, O=C1NC(=O)C(=Cc2ccccn2)S1. Product: O=C1NC(=O)C(Cc2ccccn2)S1. As a reaction SMILES: [O:15]1[CH2:16][CH2:17][CH2:18][CH2:19]1.[n:1]1[c:2]([CH:7]=[C:8]2[C:9](=[O:14])[NH:10][C:11](=[O:13])[S:12]2)[cH:3][cH:4][cH:5][cH:6]1>>[n:1]1[c:2]([CH2:7][CH:8]2[C:9](=[O:14])[NH:10][C:11](=[O:13])[S:12]2)[cH:3][cH:4][cH:5][cH:6]1. Reactants: FC1=C(C(=O)Cl)C=C(C=C1)F (2,5-difluorobenzoyl chloride), COC=1C=C(C=CC1)C1(CNCCC1)O (3-(3-methoxy-phenyl)-piperidine-3-ol). Yields the product FC1=C(C=C(C=C1)F)C(=O)N1CC(CCC1)(C1=CC(=CC=C1)OC)O ((2,5-difluorophenyl)-[3-hydroxy-3-(3-methoxyphenyl)-piperidine-1-yl]-methanone). Reaction SMILES: [F:1][C:2]1[CH:10]=[CH:9][C:8]([F:11])=[CH:7][C:3]=1[C:4](Cl)=[O:5].[CH3:12][O:13][C:14]1[CH:15]=[C:16]([C:20]2([OH:26])[CH2:25][CH2:24][CH2:23][NH:22][CH2:21]2)[CH:17]=[CH:18][CH:19]=1>>[F:1][C:2]1[CH:10]=[CH:9][C:8]([F:11])=[CH:7][C:3]=1[C:4]([N:22]1[CH2:23][CH2:24][CH2:25][C:20]([OH:26])([C:16]2[CH:17]=[CH:18][CH:19]=[C:14]([O:13][CH3:12])[CH:15]=2)[CH2:21]1)=[O:5]. Reported procedure: The compound of Example 5 was prepared according to the general preparation protocol A from 2,5-difluorobenzoyl chloride and 3-(3-methoxy-phenyl)-piperidine-3-ol.